describe an organic reaction: reactants, conditions, products, and yield From a dataset of the Open Reaction Database (ORD), a public repository of structured organic reaction records. Product: C1(=CC=CC=C1)C(N1CC(C1)N1[C@H](CN(CC1)C)C)C1=CC=CC=C1 ((2S)-1-(1-(Diphenylmethyl)azetidin-3-yl)-2,4-dimethylpiperazine). The solvent is O (water), O (water). Procedure details: To a mixed solution of tert-butyl(3S)-4-(1-(diphenylmethyl)azetidin-3-yl)-3-methylpiperazine-1-carboxylate (493 mg, 1.17 mmol) described in Production Example 6-1 and THF (10.0 mL) was added lithium aluminum hydride (178 mg, 4.68 mmol) at 0° C. The resultant mixture was stirred under reflux for 5 hours and 10 minutes. The reaction mixture was cooled to 0° C., then water (178 μL) and a 5 N aqueous sodium hydroxide solution (178 μL) were added thereto, and water (534 μL) was further added thereto.... Yield: 81.8%. The reactants are C1(=CC=CC=C1)C(N1CC(C1)N1[C@H](CN(CC1)C(=O)OC(C)(C)C)C)C1=CC=CC=C1 (tert-butyl(3S)-4-(1-(diphenylmethyl)azetidin-3-yl)-3-methylpiperazine-1-carboxylate), resultant mixture, [OH-].[Na+] (sodium hydroxide), C1CCOC1 (THF), [H-].[Al+3].[Li+].[H-].[H-].[H-] (lithium aluminum hydride). Conditions: temperature 0 celsius. Reaction SMILES: [C:1]1([CH:7]([C:26]2[CH:31]=[CH:30][CH:29]=[CH:28][CH:27]=2)[N:8]2[CH2:11][CH:10]([N:12]3[CH2:17][CH2:16][N:15]([C:18](OC(C)(C)C)=O)[CH2:14][C@@H:13]3[CH3:25])[CH2:9]2)[CH:6]=[CH:5][CH:4]=[CH:3][CH:2]=1.C1COCC1.[H-].[Al+3].[Li+].[H-].[H-].[H-].[OH-].[Na+]>O>[C:26]1([CH:7]([C:1]2[CH:6]=[CH:5][CH:4]=[CH:3][CH:2]=2)[N:8]2[CH2:11][CH:10]([N:12]3[CH2:17][CH2:16][N:15]([CH3:18])[CH2:14][C@@H:13]3[CH3:25])[CH2:9]2)[CH:27]=[CH:28][CH:29]=[CH:30][CH:31]=1 |f:2.3.4.5.6.7,8.9|. Reactants: [Li] (lithium), N(=O)N(CCO)C(C)(C)C (N-nitroso-tert.-butyl-(2-hydroxy-ethyl)amine), O1CCCC1 (tetrahydrofuran), [Li] (lithium), CO (methanol). Run in O (water). Conditions: temperature 60 celsius. Yields the product C(C)(C)(C)N(N)CCO (N-tert.-Butyl-N-(2-hydroxyethyl)-hydrazine). As a reaction SMILES: [Li].[N:2]([N:4]([C:8]([CH3:11])([CH3:10])[CH3:9])[CH2:5][CH2:6][OH:7])=O.O1CCCC1.CO>O>[C:8]([N:4]([CH2:5][CH2:6][OH:7])[NH2:2])([CH3:11])([CH3:10])[CH3:9] |^1:0|. Procedure: A total of 12.2 g of lithium alanate are added in portions to a mixture of 23 g of N-nitroso-tert.-butyl-(2-hydroxy-ethyl)amine and 200 ml of anhydrous tetrahydrofuran at 60° C. When the addition has ended, the mixture is heated at 60° C. for a further hour and cooled in an ice bath and the excess lithium alanate is hydrolysed by careful dropwise addition of methanol and then water. The solids are removed by filtration with suction and the filtrate is concentrated. A colourless oil (14 g) remain... The reactants are C[O-].[Na+] (sodium methoxide), solution, N1=CN=CC=C1 (pyrimidine), CC1=NC(=C(C(=N1)Cl)Cl)Cl (2-methyl-4,5,6-trichloropyrimidine), O (Water). The solvent is CO (methanol), CO (methanol). Product: ClC1=NC(=NC(=C1Cl)OC)C (4,5-Dichloro-6-methoxy-2-methylpyrimidine). Reaction SMILES: [CH3:1][C:2]1[N:7]=[C:6](Cl)[C:5]([Cl:9])=[C:4]([Cl:10])[N:3]=1.[CH3:11][O-:12].[Na+].N1C=CC=NC=1.O>CO>[Cl:10][C:4]1[C:5]([Cl:9])=[C:6]([O:12][CH3:11])[N:7]=[C:2]([CH3:1])[N:3]=1 |f:1.2|. Reported procedure: A solution containing 38 g (0.17 mol) of 2-methyl-4,5,6-trichloropyrimidine in 200 ml of methanol was cooled in an ice bath to 10`-15° C. and sodium methoxide as a 25 percent solution in methanol was added slowly with stirring until the starting pyrimidine could no longer be detected by GLC analysis. Water was then added and the resulting mixture was extracted with methylene chloride. Removal of the solvent and other volatiles from the extract by evaporation under reduced pressure left the title... Product: N#CC=C1CCc2ccc(N(Cc3ccccc3)Cc3ccccc3)nc21. As a reaction SMILES: [C:3](#[N:4])[CH2:5][P:6](=[O:7])([O:8][CH2:9][CH3:10])[O:11][CH2:12][CH3:13].[CH2:14]([c:15]1[cH:16][cH:17][cH:18][cH:19][cH:20]1)[N:21]([c:22]1[cH:23][cH:24][c:25]2[c:26]([n:27]1)[C:28](=[O:31])[CH2:29][CH2:30]2)[CH2:32][c:33]1[cH:34][cH:35][cH:36][cH:37][cH:38]1.[CH3:46][CH2:47][O:48][C:49](=[O:50])[CH3:51].[Cl-:44].[H-:1].[NH4+:45].[Na+:2].[O:39]1[CH2:40][CH2:41][CH2:42][CH2:43]1>>[C:3](#[N:4])[CH:5]=[C:28]1[c:26]2[c:25]([cH:24][cH:23][c:22]([N:21]([CH2:14][c:15]3[cH:16][cH:17][cH:18][cH:19][cH:20]3)[CH2:32][c:33]3[cH:34][cH:35][cH:36][cH:37][cH:38]3)[n:27]2)[CH2:30][CH2:29]1. Reactants: CCOP(=O)(CC#N)OCC, O=C1CCc2ccc(N(Cc3ccccc3)Cc3ccccc3)nc21, CCOC(C)=O, [Cl-], [H-], [NH4+], [Na+], C1CCOC1. Starting materials: ClC=1C2=C(N=C(N1)COC)SC1=C2CCCC1 (4-Chloro-2-methoxymethyl-5,6,7,8-tetrahydro-benzo[4,5]thieno[2,3-d]pyrimidine), Cl.C1(CC1)NC (cyclopropyl methylamine hydrochloride), TEA. Solvent: CO (methanol), ice water. Conditions: time 20 hour. Product: C1(CC1)N(C)C=1C2=C(N=C(N1)COC)SC1=C2CCCC1 (Cyclopropyl-(2-methoxymethyl-5,6,7,8-tetrahydro-benzo[4,5]thieno[2,3-d]pyrimidin-4-yl)-methyl-amine), cyclopropyl-(2-methoxymethyl-5,6,7,8-tetrahydrobenzo[4,5]thieno[2,3-d]pyrimidin-4-yl)-methyl-amine(N-cyclopropyl-2-(methoxymethyl)-N-methyl-5,6,7,8-tetrahydrobenzo[4,5]thieno[2,3-d]pyrimidin-4-amine). Reaction SMILES: Cl[C:2]1[C:3]2[C:13]3[CH2:14][CH2:15][CH2:16][CH2:17][C:12]=3[S:11][C:4]=2[N:5]=[C:6]([CH2:8][O:9][CH3:10])[N:7]=1.Cl.[CH:19]1([NH:22][CH3:23])[CH2:21][CH2:20]1>CO>[CH:19]1([N:22]([C:2]2[C:3]3[C:13]4[CH2:14][CH2:15][CH2:16][CH2:17][C:12]=4[S:11][C:4]=3[N:5]=[C:6]([CH2:8][O:9][CH3:10])[N:7]=2)[CH3:23])[CH2:21][CH2:20]1 |f:1.2|. Procedure details: To a stirring suspension of compound 4-Chloro-2-methoxymethyl-5,6,7,8-tetrahydro-benzo[4,5]thieno[2,3-d]pyrimidine (1.0 g, 0.0037 mol) and cyclopropyl methylamine hydrochloride (1.18 g, 0.111 mol) in methanol (100 ml) was added TEA (3.1 ml, 0.022 mol) at 0-5° C. Reaction mixture was then warmed to room temperature and stirred for about 20 h. After completion of the reaction (monitored by TLC) volatilities were removed under vacuum and solid residue obtained was diluted with ice-water solution (2... Starting materials: C(C)(C)(C)OC(=O)NC1=NC=NC(=C1I)C (4-(tert-Butoxycarbonylamino)-5-iodo-6-methylpyrimidine), [Br-].FC(C1=CC=C(C=C1)C#C[Zn+])(F)F ({4-(trifluoromethyl)phenyl]ethynylzinc bromide), O1CCCC1 (tetrahydrofuran), FC(C(=O)O)(F)F (trifluoroacetic acid). The reagents and catalysts are C=1C=CC(=CC1)[P](C=2C=CC=CC2)(C=3C=CC=CC3)[Pd]([P](C=4C=CC=CC4)(C=5C=CC=CC5)C=6C=CC=CC6)([P](C=7C=CC=CC7)(C=8C=CC=CC8)C=9C=CC=CC9)[P](C=1C=CC=CC1)(C=1C=CC=CC1)C=1C=CC=CC1 (tetrakis(triphenylphosphine)palladium). The solvent is CN(C=O)C (N,N-dimethylformamide). Product: NC1=NC=NC(=C1C#CC1=CC=C(C=C1)C(F)(F)F)C (4-Amino-6-methyl-5-{[4-(trifluoromethyl)phenyl]ethynyl}pyrimidine). As a reaction SMILES: C(OC([NH:8][C:9]1[C:14](I)=[C:13]([CH3:16])[N:12]=[CH:11][N:10]=1)=O)(C)(C)C.[Br-].[F:18][C:19]([F:30])([F:29])[C:20]1[CH:25]=[CH:24][C:23]([C:26]#[C:27][Zn+])=[CH:22][CH:21]=1.O1CCCC1.FC(F)(F)C(O)=O>C1C=CC([P]([Pd]([P](C2C=CC=CC=2)(C2C=CC=CC=2)C2C=CC=CC=2)([P](C2C=CC=CC=2)(C2C=CC=CC=2)C2C=CC=CC=2)[P](C2C=CC=CC=2)(C2C=CC=CC=2)C2C=CC=CC=2)(C2C=CC=CC=2)C2C=CC=CC=2)=CC=1.CN(C)C=O>[NH2:8][C:9]1[C:14]([C:27]#[C:26][C:23]2[CH:24]=[CH:25][C:20]([C:19]([F:18])([F:29])[F:30])=[CH:21][CH:22]=2)=[C:13]([CH3:16])[N:12]=[CH:11][N:10]=1 |f:1.2,^1:46,48,67,86|. Reported procedure: 4-(tert-Butoxycarbonylamino)-5-iodo-6-methylpyrimidine and {4-(trifluoromethyl)phenyl]ethynylzinc bromide were reacted in a solvent mixture of tetrahydrofuran and N,N-dimethylformamide (1:1) in the presence of tetrakis(triphenylphosphine)palladium while stirring under room temperature to heating to obtain a compound. To the compound, trifluoroacetic acid was added to remove a tert-butoxycarbonyl group serving as a protecting group to obtain a target substance. The target substance was subjected ... Reactants: B#B (diborane), ( 1 ), Cl (hydrochloric acid), C1CCOC1 (THF), CC(C(=O)N)(C(=O)N)C(F)(F)F (methyl-trifluoromethylmalonamide). Run in three. Conditions: temperature 70 celsius. Yields the product Cl.CC(CN)(CN)C(F)(F)F (2-methyl-2-trifluoromethyl-1,3-propanediamine hydrochloride). As a reaction SMILES: B#B.C1COCC1.[CH3:8][C:9]([C:16]([F:19])([F:18])[F:17])([C:13]([NH2:15])=O)[C:10]([NH2:12])=O.[ClH:20]>>[ClH:20].[CH3:8][C:9]([C:16]([F:19])([F:18])[F:17])([CH2:13][NH2:15])[CH2:10][NH2:12] |f:4.5|. Procedure: A solution of diborane in THF (56.2 ml, 1.78 mmol/ml, 150 mmol) is put into a 100 ml three neck flask equipped with a Dimroth condenser, and cooled in an ice bath. Subsequently, thereto is added gradually with stirring methyl-trifluoromethylmalonamide (8.0 g, 43.5 mmol) prepared in the above (1) in the form of a crystal, and the mixture is reacted at room temperature for 3 hours. After refluxing for 5 hours, the mixture is acidified with 1N aqueous hydrochloric acid solution with cooling, and TH... The reactants are COC(=O)C1=C(NC(=C(C1C=1SC=CN1)C(=O)OC)C)C (2,6-dimethyl-4-thiazol-2-yl-1,4-dihydropyridine-3,5-dicarboxylic acid dimethyl ester), C(CC)OC(=O)C1=C(NC(=C(C1C=1SC=CN1)C(=O)OCCC)C)C (2,6-dimethyl-4-thiazol-2-yl-1,4-dihydropyridine-3,5-dicarboxylic acid dipropyl ester), C(C(C)C)OC(=O)C1=C(NC(=C(C1C=1SC=CN1)C(=O)OCC(C)C)C)C (2,6-dimethyl-4-thiazol-2-yl-1,4-dihydropyridine-3,5-dicarboxylic acid diisobutyl ester), C(C)(C)OC(=O)C1=C(NC(=C(C1C=1SC=CN1)C(=O)OC(C)C)C)C (2,6-dimethyl-4-thiazol-2-yl-1,4-dihydropyridine-3,5-dicarboxylic acid diisopropyl ester), C(CCC)OC(=O)C1=C(NC(=C(C1C=1SC=CN1)C(=O)OCCCC)C)C (2,6-dimethyl-4-thiazol-2-yl-1,4-dihydropyridine-3,5-dicarboxylic acid dibutyl ester). The product is C(C)OC(=O)C1=C(NC(=C(C1C=1SC=CN1)C(=O)OCC)C)C (2,6-Dimethyl-4-thiazol-2-yl-1,4-dihydropyridine-3,5-dicarboxylic acid diethyl ester). As a reaction SMILES: COC(C1C(C2SC=CN=2)C(C(OC)=O)=C(C)NC=1C)=O.[CH:22]([O:25][C:26]([C:28]1[CH:33]([C:34]2[S:35][CH:36]=[CH:37][N:38]=2)[C:32]([C:39]([O:41][CH:42](C)[CH3:43])=[O:40])=[C:31]([CH3:45])[NH:30][C:29]=1[CH3:46])=[O:27])(C)[CH3:23].C(OC(C1C(C2SC=CN=2)C(C(OCCCC)=O)=C(C)NC=1C)=O)CCC.C(OC(C1C(C2SC=CN=2)C(C(OCCC)=O)=C(C)NC=1C)=O)CC.C(OC(C1C(C2SC=CN=2)C(C(OCC(C)C)=O)=C(C)NC=1C)=O)C(C)C>>[CH2:22]([O:25][C:26]([C:28]1[CH:33]([C:34]2[S:35][CH:36]=[CH:37][N:38]=2)[C:32]([C:39]([O:41][CH2:42][CH3:43])=[O:40])=[C:31]([CH3:45])[NH:30][C:29]=1[CH3:46])=[O:27])[CH3:23]. Reported procedure: The following compounds were obtained in an analogous manner: (b) 2,6-dimethyl-4-thiazol-2-yl-1,4-dihydropyridine-3,5-dicarboxylic acid dimethyl ester, (c) 2,6-dimethyl-4-thiazol-2-yl-1,4-dihydropyridine-3,5-dicarboxylic acid diisopropyl ester, (d) 2,6-dimethyl-4-thiazol-2-yl-1,4-dihydropyridine-3,5-dicarboxylic acid dibutyl ester, (e) 2,6-dimethyl-4-thiazol-2-yl-1,4-dihydropyridine-3,5-dicarboxylic acid dipropyl ester and (f) 2,6-dimethyl-4-thiazol-2-yl-1,4-dihydropyridine-3,5-dicarboxylic acid...